From a dataset of the Open Reaction Database (ORD), a public repository of structured organic reaction records. describe an organic reaction: reactants, conditions, products, and yield The reactants are N1(CCOCC1)C(CC(C(=O)O)CCCC1=CC=CC=C1)=O (2-(2-morpholin-4-yl-2-oxo-ethyl)-5-phenyl-pentanoic acid), NC([C@H](O)C1=NOC(=N1)C1=CC=CC=C1)CC ((S)-2-amino-1-(5-phenyl-[1,2,4]oxadiazol-3-yl)-butan-1-ol). Yields the product C1(=CC=CC=C1)C1=NC(=NO1)C(=O)[C@H](CC)NC(C(CCCC1=CC=CC=C1)CC(=O)N1CCOCC1)=O (2-(2-Morpholin-4-yl-2-oxo-ethyl)-5-phenyl-pentanoic acid, (S)-1-(5-phenyl-[1,2,4]oxadiazole-3-carbonyl)-propyl-amide). Reaction SMILES: [N:1]1([C:7](=[O:22])[CH2:8][CH:9]([CH2:13][CH2:14][CH2:15][C:16]2[CH:21]=[CH:20][CH:19]=[CH:18][CH:17]=2)[C:10]([OH:12])=O)[CH2:6][CH2:5][O:4][CH2:3][CH2:2]1.[NH2:23][CH:24]([CH2:38][CH3:39])[C@@H:25]([C:27]1[N:31]=[C:30]([C:32]2[CH:37]=[CH:36][CH:35]=[CH:34][CH:33]=2)[O:29][N:28]=1)[OH:26]>>[C:32]1([C:30]2[O:29][N:28]=[C:27]([C:25]([C@@H:24]([NH:23][C:10](=[O:12])[CH:9]([CH2:8][C:7]([N:1]3[CH2:2][CH2:3][O:4][CH2:5][CH2:6]3)=[O:22])[CH2:13][CH2:14][CH2:15][C:16]3[CH:21]=[CH:20][CH:19]=[CH:18][CH:17]=3)[CH2:38][CH3:39])=[O:26])[N:31]=2)[CH:33]=[CH:34][CH:35]=[CH:36][CH:37]=1. Procedure: Similarly prepared according to the procedure for Example 43 but using 2-(2-morpholin-4-yl-2-oxo-ethyl)-5-phenyl-pentanoic acid and (S)-2-amino-1-(5-phenyl-[1,2,4]oxadiazol-3-yl)-butan-1-ol; MS: 541 (M+Na), LCMS retention time 4.44 and 4.53 min; 1H NMR (CDCl3) 8.18 (d, J=7 Hz, 2H), 7.69–7.51 (m, 3H), 7.27–7.10 (m, 5H), 6.99–6.7 (d, J=7 Hz, 1H), 5.38 (m, 1H), 3.70–3.36 (m, 8H), 2.99–2.56 (m, 4H), 2.27 (m, 1H), 2.11 (m, 1H), 1.87–1.60 (m, 4H), 1.44 (m, 1H), 1.02–0.97 (dt, J=7 Hz, 3H). Starting materials: BrCc1nc2ccccc2s1, CN(C)C=O, [Cl-], COC(=O)Nc1ccc(O)c(Cl)c1, [H-], [NH4+], [Na+]. The product is COC(=O)Nc1ccc(OCc2nc3ccccc3s2)c(Cl)c1. RXN SMILES: [Br:16][CH2:17][c:18]1[s:19][c:20]2[c:21]([n:22]1)[cH:23][cH:24][cH:25][cH:26]2.[CH3:29][N:30]([CH3:31])[CH:32]=[O:33].[Cl-:27].[Cl:3][c:4]1[cH:5][c:6]([NH:11][C:12]([O:13][CH3:14])=[O:15])[cH:7][cH:8][c:9]1[OH:10].[H-:1].[NH4+:28].[Na+:2]>>[Cl:3][c:4]1[cH:5][c:6]([NH:11][C:12]([O:13][CH3:14])=[O:15])[cH:7][cH:8][c:9]1[O:10][CH2:17][c:18]1[s:19][c:20]2[c:21]([n:22]1)[cH:23][cH:24][cH:25][cH:26]2. Reactants: C(C)(C)(C)OC(=O)N1CCC2(CCN(C2=O)CC2=CC=C(C=C2)Br)CC1 (2-(4-bromobenzyl)-1-oxo-2,8-diaza-spiro[4.5]decane-8-carboxylic acid tert-butyl ester), solution, O1CCOCC1.Cl (dioxane HCl). Run at time 15 minute. Yields the product Cl.BrC1=CC=C(CN2C(C3(CC2)CCNCC3)=O)C=C1 (2-(4-Bromobenzyl)-2,8-diaza-spiro[4.5]decan-1-one hydrochloride). Reaction SMILES: C(OC([N:8]1[CH2:26][CH2:25][C:11]2([C:15](=[O:16])[N:14]([CH2:17][C:18]3[CH:23]=[CH:22][C:21]([Br:24])=[CH:20][CH:19]=3)[CH2:13][CH2:12]2)[CH2:10][CH2:9]1)=O)(C)(C)C.O1CCOCC1.[ClH:33]>>[ClH:33].[Br:24][C:21]1[CH:20]=[CH:19][C:18]([CH2:17][N:14]2[CH2:13][CH2:12][C:11]3([CH2:10][CH2:9][NH:8][CH2:26][CH2:25]3)[C:15]2=[O:16])=[CH:23][CH:22]=1 |f:1.2,3.4|. Procedure: To 4.62 g of crude 2-(4-bromobenzyl)-1-oxo-2,8-diaza-spiro[4.5]decane-8-carboxylic acid tert-butyl ester from preparation 1 were added 50 mL of 4N solution of dioxane/HCl. The reaction mixture was agitated 15 minutes at room temperature and 3.05 g (77.8%) of 2-(4-bromobenzyl)-2,8-diaza-spiro[4.5]decan-1-one hydrochloride was collected, as a colorless solid, after filtration and subsequent wash steps with diethyl ether.